From a dataset of the Open Reaction Database (ORD), a public repository of structured organic reaction records. describe an organic reaction: reactants, conditions, products, and yield Reactants: 12, C(C=C)Br (allyl bromide), ClC1(CC1)C(CN1N=CN=C1)=O (1-(1-chlorocyclopropyl)-2-(1,2,4-triazol-1-yl)-ethan-1-one), II (iodine). The reagents and catalysts are [Zn] (zinc). The solvent is O1CCCC1 (tetrahydrofuran), O1CCCC1 (tetrahydrofuran). Run at time 24 hour. Yields the product ClC1(CC1)C(CC=C)(CN1N=CN=C1)O (4-(1-chloro-cyclopropyl)-4-hydroxy-5-(1,2,4-triazol1-yl)-pent-1-ene). Reaction SMILES: [CH2:1](Br)[CH:2]=[CH2:3].[Cl:5][C:6]1([C:9](=[O:16])[CH2:10][N:11]2[CH:15]=[N:14][CH:13]=[N:12]2)[CH2:8][CH2:7]1.II>O1CCCC1.[Zn]>[Cl:5][C:6]1([C:9]([OH:16])([CH2:10][N:11]2[CH:15]=[N:14][CH:13]=[N:12]2)[CH2:3][CH:2]=[CH2:1])[CH2:8][CH2:7]1. Procedure: A solution of 12. 1 g (0.1 mol) of allyl bromide and 16.65 g (0.09 mol) of 1-(1-chlorocyclopropyl)-2-(1,2,4-triazol-1-yl)-ethan-1-one in 50 ml of tetrahydrofuran are added dropwise at 20° C. under nitrogen atmosphere in the course of 0.5 hours to a stirred mixture of 7.2 g (0.11 mol) of zinc dust, 0.1 g of iodine and 50 ml of absolute tetrahydrofuran. When the addition has ended, stirring is continued for 24 hours at room temperature, the mixture is then concentrated by stripping off the solvent... Starting materials: OCC1=NC=CC=C1 (2-hydroxymethyl pyridine), Cl.NCCS (cysteamine hydrochloride), Br (hydrobromic acid). Yields the product Br.Br.NCCSCC1=NC=CC=C1 (2-[(2-aminoethyl)thiomethyl]pyridine dihydrobromide). As a reaction SMILES: O[CH2:2][C:3]1[CH:8]=[CH:7][CH:6]=[CH:5][N:4]=1.Cl.[NH2:10][CH2:11][CH2:12][SH:13].[BrH:14]>>[BrH:14].[BrH:14].[NH2:10][CH2:11][CH2:12][S:13][CH2:2][C:3]1[CH:8]=[CH:7][CH:6]=[CH:5][N:4]=1 |f:1.2,4.5.6|. Procedure details: (a) A solution of 2-hydroxymethyl pyridine (5.45 g.) and cysteamine hydrochloride (6.2 g.) in aqueous hydrobromic acid (110 ml., 48%) was heated under reflux overnight. After cooling, the solution was evaporated to dryness and the residual solid washed with ethanol/ether and recrystallised from aqueous ethanol to give 2-[(2-aminoethyl)thiomethyl]pyridine dihydrobromide m.p. 191°-193°. The reactants are ClC=1C(=C2C(=C(C(NC2=C(C1)C(F)(F)F)=O)C(=O)C1CC1)C)OS(=O)(=O)O (6-Chloro-3-cyclopropanecarbonyl-4-methylsulfoxy-8-trifluormethyl-2-quinolinone), COC(CN)OC (2,2-dimethoxyethylamine). Run in O1CCCC1 (tetrahydrofurane). Reaction conditions: time 24 hour. Yields the product ClC=1C=C2C(=C(C(NC2=C(C1)C(F)(F)F)=O)C(=O)C1CC1)NCC(OC)OC (6-Chloro-3-cyclopropanecarbonyl-4-(2,2-dimethoxyethylamino)-8-trifluoromethyl-2-quinolinone). Yield: 80.0%. Reaction SMILES: [Cl:1][C:2]1[C:3](OS(O)(=O)=O)=[C:4]2[C:9](=[C:10]([C:12]([F:15])([F:14])[F:13])[CH:11]=1)[NH:8][C:7](=[O:16])[C:6]([C:17]([CH:19]1[CH2:21][CH2:20]1)=[O:18])=[C:5]2C.[CH3:28][O:29][CH:30]([O:33][CH3:34])[CH2:31][NH2:32]>O1CCCC1>[Cl:1][C:2]1[CH:3]=[C:4]2[C:9](=[C:10]([C:12]([F:13])([F:14])[F:15])[CH:11]=1)[NH:8][C:7](=[O:16])[C:6]([C:17]([CH:19]1[CH2:20][CH2:21]1)=[O:18])=[C:5]2[NH:32][CH2:31][CH:30]([O:33][CH3:34])[O:29][CH3:28]. Reported procedure: 6-Chloro-3-cyclopropanecarbonyl-4-methylsulfoxy-8-trifluormethyl-2-quinolinone (377 mg, 1 mmol) and 2,2-dimethoxyethylamine (105 mg, 1 mmol) were dissolved in tetrahydrofurane (20 ml) and stirred for 24 hr at room temperature. After completion of reaction, solvent was removed under reduced pressure and residue was recrystallized from ethanol to give desired product (335 mg, yield: 80%). Reactants: Cc1ccccc1, [Cl-], CN1CC[NH+](C)C1Cl, Cc1ccc(S(=O)(=O)O)cc1. Product: Cc1ccc(S(=O)(=O)Cl)cc1. Reaction SMILES: [CH3:21][c:22]1[cH:23][cH:24][cH:25][cH:26][cH:27]1.[Cl-:1].[Cl:2][CH:3]1[N:4]([CH3:5])[CH2:6][CH2:7][NH+:8]1[CH3:9].[c:10]1([CH3:20])[cH:11][cH:12][c:13]([S:16](=[O:17])(=[O:18])[OH:19])[cH:14][cH:15]1>>[Cl:2][S:16]([c:13]1[cH:12][cH:11][c:10]([CH3:20])[cH:15][cH:14]1)(=[O:17])=[O:18]. Starting materials: CO, O=Cc1ccccc1NC(=O)c1cccc(O)c1, Cl, Cl, N#Cc1ccc(Cn2cncc2CCN)cc1F. The product is N#Cc1ccc(Cn2cncc2CCNCc2ccccc2NC(=O)c2cccc(O)c2)cc1F. RXN SMILES: [CH3:39][OH:40].[CH:21](=[O:22])[c:23]1[c:24]([NH:29][C:30]([c:31]2[cH:32][c:33]([OH:37])[cH:34][cH:35][cH:36]2)=[O:38])[cH:25][cH:26][cH:27][cH:28]1.[ClH:1].[ClH:2].[NH2:3][CH2:4][CH2:5][c:6]1[cH:7][n:8][cH:9][n:10]1[CH2:11][c:12]1[cH:13][c:14]([F:20])[c:15]([C:16]#[N:17])[cH:18][cH:19]1>>[NH:3]([CH2:4][CH2:5][c:6]1[cH:7][n:8][cH:9][n:10]1[CH2:11][c:12]1[cH:13][c:14]([F:20])[c:15]([C:16]#[N:17])[cH:18][cH:19]1)[CH2:21][c:23]1[c:24]([NH:29][C:30]([c:31]2[cH:32][c:33]([OH:37])[cH:34][cH:35][cH:36]2)=[O:38])[cH:25][cH:26][cH:27][cH:28]1. Starting materials: BrC1=C2CCN3C(C2=CC=C1)=CC(=NCC3=O)N3C=NC(=C3)C3CC3 (9-bromo-2-(4-cyclopropyl-1H-imidazol-1-yl)-7,8-dihydro-[1,4]diazepino[7,1-a]isoquinolin-5(4H)-one), FC1=CC=C(C=N1)B(O)O ((6-fluoropyridin-3-yl)boronic acid), C(=O)([O-])[O-].[Na+].[Na+] (Na2CO3), COCCOC (DME). The reagents and catalysts are C=1C=CC(=CC1)[P](C=2C=CC=CC2)(C=3C=CC=CC3)[Pd]([P](C=4C=CC=CC4)(C=5C=CC=CC5)C=6C=CC=CC6)([P](C=7C=CC=CC7)(C=8C=CC=CC8)C=9C=CC=CC9)[P](C=1C=CC=CC1)(C=1C=CC=CC1)C=1C=CC=CC1 (Pd(PPh3)4). Solvent: O (water). Run at temperature 85 celsius, time 3 minute. The product is C1(CC1)C=1N=CN(C1)C1=NCC(N2C(C3=CC=CC(=C3CC2)C=2C=NC(=CC2)F)=C1)=O (2-(4-cyclopropyl-1H-imidazol-1-yl)-9-(6-fluoropyridin-3-yl)-7,8-dihydro-[1,4]diazepino[7,1-a]isoquinolin-5(4H)-one). Yield: 67.4%. As a reaction SMILES: Br[C:2]1[CH:11]=[CH:10][CH:9]=[C:8]2[C:3]=1[CH2:4][CH2:5][N:6]1[C:16](=[O:17])[CH2:15][N:14]=[C:13]([N:18]3[CH:22]=[C:21]([CH:23]4[CH2:25][CH2:24]4)[N:20]=[CH:19]3)[CH:12]=[C:7]12.[F:26][C:27]1[N:32]=[CH:31][C:30](B(O)O)=[CH:29][CH:28]=1.C([O-])([O-])=O.[Na+].[Na+].COCCOC>O.C1C=CC([P]([Pd]([P](C2C=CC=CC=2)(C2C=CC=CC=2)C2C=CC=CC=2)([P](C2C=CC=CC=2)(C2C=CC=CC=2)C2C=CC=CC=2)[P](C2C=CC=CC=2)(C2C=CC=CC=2)C2C=CC=CC=2)(C2C=CC=CC=2)C2C=CC=CC=2)=CC=1>[CH:23]1([C:21]2[N:20]=[CH:19][N:18]([C:13]3[CH:12]=[C:7]4[C:8]5[C:3]([CH2:4][CH2:5][N:6]4[C:16](=[O:17])[CH2:15][N:14]=3)=[C:2]([C:30]3[CH:31]=[N:32][C:27]([F:26])=[CH:28][CH:29]=3)[CH:11]=[CH:10][CH:9]=5)[CH:22]=2)[CH2:24][CH2:25]1 |f:2.3.4,^1:52,54,73,92|. Procedure details: Example 95-1. 9-bromo-2-(4-cyclopropyl-1H-imidazol-1-yl)-7,8-dihydro-[1,4]diazepino[7,1-a]isoquinolin-5(4H)-one (1.48 g, 3.73 mmol), (6-fluoropyridin-3-yl)boronic acid (1.05 g, 7.45 mmol) and a solution of Na2CO3 (1.97 g, 18.63 mmol) in water (14.5 mL) was treated with DME (58 mL). The suspension was degassed, Pd(PPh3)4 (646 mg, 0.56 mmol) was added and the mixture was heated at 85° C. for 2 h. The mixture was allowed to warm to RT and the solvent was removed under reduced pressure. The residue ... Starting materials: COC(OC)OC, CO, O=Cc1c(O)ccc(F)c1Cl, [NH4+], [Na+], [Na+], O=[N+]([O-])[O-], O=C([O-])[O-]. Yields the product COC(OC)c1c(O)ccc(F)c1Cl. As a reaction SMILES: [CH3:12][O:13][CH:14]([O:15][CH3:16])[O:17][CH3:18].[CH3:30][OH:31].[Cl:1][c:2]1[c:3]([CH:4]=[O:5])[c:6]([OH:11])[cH:7][cH:8][c:9]1[F:10].[NH4+:19].[Na+:24].[Na+:25].[O-:20][N+:21](=[O:22])[O-:23].[O-:26][C:27](=[O:28])[O-:29]>>[Cl:1][c:2]1[c:3]([CH:14]([O:15][CH3:16])[O:17][CH3:18])[c:6]([OH:11])[cH:7][cH:8][c:9]1[F:10].